Dataset: the Open Reaction Database (ORD), a public repository of structured organic reaction records. Task: describe an organic reaction: reactants, conditions, products, and yield The reactants are polyamide, O.O.O.O.O.O.[N+](=O)([O-])[O-].[Mn+2].[N+](=O)([O-])[O-] (manganese nitrate hexahydrate), polyamide, O.O.O.O.O.O.[N+](=O)([O-])[O-].[Mn+2].[N+](=O)([O-])[O-] (manganese nitrate hexahydrate), polyamide, [Mn] (manganese). Run at time 1 hour. The product is [N+](=O)([O-])[O-].[Mn+2].[N+](=O)([O-])[O-] (Manganese Nitrate). As a reaction SMILES: O.O.O.O.O.O.[N+:7]([O-:10])([O-:9])=[O:8].[Mn+2:11].[N+:12]([O-:15])([O-:14])=[O:13].[Mn]>>[N+:7]([O-:10])([O-:9])=[O:8].[Mn+2:11].[N+:12]([O-:15])([O-:14])=[O:13] |f:0.1.2.3.4.5.6.7.8,10.11.12|. Procedure: To 5 g of the polyamide acid solution was added 0.3963 g of manganese nitrate hexahydrate (Mn(NO3)2.6H2O), and dissolved by stirring for 1 hour. By mixing polyamide acid solution with manganese nitrate hexahydrate (Mn(NO3)2.6H2O) in the above specified amounts, when the polyamide acid (via polyimide) is carbonized, 25 wt % of manganese relative to carbon, as calculated as a metallic amount, can be obtained.